From a dataset of the Open Reaction Database (ORD), a public repository of structured organic reaction records. describe an organic reaction: reactants, conditions, products, and yield The reactants are ClC1=C(N(C=2C=NNC(C21)=O)COCC[Si](C)(C)C)C2=CC(=C(C=C2)OC(F)F)OC(C)C (3-chloro-2-(4-difluoromethoxy-3-isopropoxyphenyl)-1-(2-trimethylsilylethoxymethyl)-1,5-dihydropyrrolo[2,3-d]pyridazin-4-one), C1(CC1)OC=1C=C(C=CC1OC(F)F)C1=CC2=C(C=NNC2=O)N1COCC[Si](C)(C)C (2-(3-cyclopropoxy-4-difluoromethoxyphenyl)-1-(2-trimethylsilylethoxymethyl)-1,5-dihydropyrrolo[2,3-d]pyridazin-4-one). Run at time 2 hour. Product: ClC1=C(NC=2C=NNC(C21)=O)C2=CC(=C(C=C2)OC(F)F)OC(C)C (3-Chloro-2-(4-difluoromethoxy-3-isopropoxyphenyl)-1,5-dihydropyrrolo[2,3-d]pyridazin-4-one). Isolated yield 95.6%. RXN SMILES: [Cl:1][C:2]1[C:10]2[C:9](=[O:11])[NH:8][N:7]=[CH:6][C:5]=2[N:4](COCC[Si](C)(C)C)[C:3]=1[C:20]1[CH:25]=[CH:24][C:23]([O:26][CH:27]([F:29])[F:28])=[C:22]([O:30][CH:31]([CH3:33])[CH3:32])[CH:21]=1.C1(OC2C=C(C3N(COCC[Si](C)(C)C)C4C=NNC(=O)C=4C=3)C=CC=2OC(F)F)CC1>>[Cl:1][C:2]1[C:10]2[C:9](=[O:11])[NH:8][N:7]=[CH:6][C:5]=2[NH:4][C:3]=1[C:20]1[CH:25]=[CH:24][C:23]([O:26][CH:27]([F:29])[F:28])=[C:22]([O:30][CH:31]([CH3:33])[CH3:32])[CH:21]=1. Procedure details: Reaction was carried out in the same manner as in Example 1-(b) except for using 247 mg (0.495 mmol) of 3-chloro-2-(4-difluoromethoxy-3-isopropoxyphenyl)-1-(2-trimethylsilylethoxymethyl)-1,5-dihydropyrrolo[2,3-d]pyridazin-4-one obtained in Example 40-(a) in place of 2-(3-cyclopropoxy-4-difluoromethoxyphenyl)-1-(2-trimethylsilylethoxymethyl)-1,5-dihydropyrrolo[2,3-d]pyridazin-4-one. After completion of the reaction, active carbon was added to the reaction suspension, and the mixture was stirred a... Reactants: COC1=C(C=CC=C1)C1CNCCC1 (3-(2-methoxyphenyl)piperidine), Cl (HCl), Br (HBr). Yields the product Br (HBr), N1CC(CCC1)C1=C(C=CC=C1)O (2-(Piperidin-3-yl)phenol). Reaction SMILES: C[O:2][C:3]1[CH:8]=[CH:7][CH:6]=[CH:5][C:4]=1[CH:9]1[CH2:14][CH2:13][CH2:12][NH:11][CH2:10]1.Cl.[BrH:16]>>[BrH:16].[NH:11]1[CH2:12][CH2:13][CH2:14][CH:9]([C:4]2[CH:5]=[CH:6][CH:7]=[CH:8][C:3]=2[OH:2])[CH2:10]1. Reported procedure: HBr was prepared by heating 3-(2-methoxyphenyl)piperidine.HCl (46 mg, 0.20 mmol) with 48% HBr in a microwave reactor at 120° C. for one hour. After evaporation, 61 mg of the title compound was obtained. Starting materials: COC=1C(=CC2=C(C=C(CCO2)C(=O)O)C1)OC (7,8-dimethoxy-2,3-dihydro-1-benzoxepin-4-carboxylic acid), ice water, S(=O)(Cl)Cl (thionyl chloride), COC=1C=C(CN2CCNCC2)C=C(C1OC)OC (1-(3,4,5-trimethoxybenzyl)piperazine). The solvent is C1(=CC=CC=C1)C (toluene), C(Cl)Cl (methylene chloride), C(Cl)Cl (methylene chloride), C(C)N(CC)CC (triethylamine). Run at temperature 100 celsius, time 1 hour. Product: COC=1C(=CC2=C(C=C(CCO2)C(=O)N2CCN(CC2)CC2=CC(=C(C(=C2)OC)OC)OC)C1)OC (1-(7,8-dimethoxy-2,3-dihydro-1-benzoxepin-4-carbonyl)-4-(3,4,5-trimethoxybenzyl)piperazine), product. RXN SMILES: [CH3:1][O:2][C:3]1[C:4]([O:17][CH3:18])=[CH:5][C:6]2[O:12][CH2:11][CH2:10][C:9]([C:13]([OH:15])=O)=[CH:8][C:7]=2[CH:16]=1.S(Cl)(Cl)=O.[CH3:23][O:24][C:25]1[CH:26]=[C:27]([CH:35]=[C:36]([O:40][CH3:41])[C:37]=1[O:38][CH3:39])[CH2:28][N:29]1[CH2:34][CH2:33][NH:32][CH2:31][CH2:30]1>C1(C)C=CC=CC=1.C(Cl)Cl.C(N(CC)CC)C>[CH3:1][O:2][C:3]1[C:4]([O:17][CH3:18])=[CH:5][C:6]2[O:12][CH2:11][CH2:10][C:9]([C:13]([N:32]3[CH2:31][CH2:30][N:29]([CH2:28][C:27]4[CH:35]=[C:36]([O:40][CH3:41])[C:37]([O:38][CH3:39])=[C:25]([O:24][CH3:23])[CH:26]=4)[CH2:34][CH2:33]3)=[O:15])=[CH:8][C:7]=2[CH:16]=1. Procedure: To a solution of 7,8-dimethoxy-2,3-dihydro-1-benzoxepin-4-carboxylic acid (0.5 g) dissolved in toluene (10 ml) is added thionyl chloride (1.5 ml), followed by stirring for one hour at 100° C. The reaction mixture is concentrated under reduced pressure to give a crude acid chloride, which is dissolved in methylene chloride (8 ml). The solution is added dropwise, while stirring under ice-cooling, to a solution of 1-(3,4,5-trimethoxybenzyl)piperazine (0.78 g) in a mixture of methylene chloride (20 ... Reactants: COC(C=CC1=C(C=C(C=C1)F)O)=O (3-(4-Fluoro-2-hydroxy-phenyl)-acrylic acid methyl ester), C(=O)([O-])[O-].[K+].[K+] (K2CO3), C(CCC)I (butyl iodide). Yields the product COC(C=CC1=C(C=C(C=C1)F)OCCCC)=O (3-(2-butoxy-4-fluoro-phenyl)-acrylic acid methyl ester). Reaction SMILES: [CH3:1][O:2][C:3](=[O:14])[CH:4]=[CH:5][C:6]1[CH:11]=[CH:10][C:9]([F:12])=[CH:8][C:7]=1[OH:13].C([O-])([O-])=O.[K+].[K+].[CH2:21](I)[CH2:22][CH2:23][CH3:24]>>[CH3:1][O:2][C:3](=[O:14])[CH:4]=[CH:5][C:6]1[CH:11]=[CH:10][C:9]([F:12])=[CH:8][C:7]=1[O:13][CH2:21][CH2:22][CH2:23][CH3:24] |f:1.2.3|. Reported procedure: 3-(4-Fluoro-2-hydroxy-phenyl)-acrylic acid methyl ester (106 mg) was reacted with K2CO3 (125 mg) and butyl iodide (0.1 ml) at 80° C. for 3 hrs as described above to yield title compound (121 mg).